This data is from the Open Reaction Database (ORD), a public repository of structured organic reaction records. The task is: describe an organic reaction: reactants, conditions, products, and yield The reactants are CCO, Cl, NCCCNCCO, O, S=C=S. The product is OCCN1CCCNC1=S. RXN SMILES: [CH2:14]([OH:15])[CH3:16].[ClH:12].[NH2:1][CH2:2][CH2:3][CH2:4][NH:5][CH2:6][CH2:7][OH:8].[OH2:13].[S:9]=[C:10]=[S:11]>>[NH:1]1[CH2:2][CH2:3][CH2:4][N:5]([CH2:6][CH2:7][OH:8])[C:10]1=[S:9]. RXN SMILES: [N+:1]([C:4]1[C:13]2[CH2:12][CH2:11][CH2:10][CH2:9][C:8]=2[CH:7]=[CH:6][C:5]=1[OH:14])([O-:3])=[O:2].Br[CH:16]([CH2:21][CH2:22][CH2:23][Br:24])[C:17]([O:19][CH3:20])=[O:18]>>[Br:24][CH2:23][CH2:22][CH2:21][CH:16]([O:14][C:5]1[CH:6]=[CH:7][C:8]2[CH2:9][CH2:10][CH2:11][CH2:12][C:13]=2[C:4]=1[N+:1]([O-:3])=[O:2])[C:17]([O:19][CH3:20])=[O:18]. Procedure details: In a manner similar to that of Reference Example 5, 5,6,7,8-tetrahydro-1-nitro-2-naphthol was allowed to react with methyl 2,5-dibromovalerate to give methyl 5-bromo-2(5,6,7,8-tetrahydro-1-nitro-2-naphthyloxy)valerate, which was then allowed to react, in a manner similar to that of Reference Example 8, with 1-(4-fluorophenyl)piperazine to obtain methyl 5-[4-(4-fluorophenyl)-1-piperazinyl]-2-(5,6,7,8-tetrahydro-1-nitro-2-naphthyloxy)valerate as an oily product. The overall yield was 65.1%. NMR(CD... Yields the product BrCCCC(C(=O)OC)OC1=C(C=2CCCCC2C=C1)[N+](=O)[O-] (methyl 5-bromo-2(5,6,7,8-tetrahydro-1-nitro-2-naphthyloxy)valerate). The reactants are [N+](=O)([O-])C1=C(C=CC=2CCCCC12)O (5,6,7,8-tetrahydro-1-nitro-2-naphthol), BrC(C(=O)OC)CCCBr (methyl 2,5-dibromovalerate). Starting materials: COC1=CC(N(N=C1)C1OCCCC1)=O (5-Methoxy-2-(tetrahydro-2H-pyran-2-yl)-3(2H)-pyridazinone), Cl (HCl), glycol, [OH-].[Na+] (NaOH). The solvent is CO (methanol), CO (methanol). Run at temperature 35 celsius. The product is OC=1N=NC=C(C1)OC (3-hydroxy-5-methoxypyridazine). Isolated yield 65.3%. As a reaction SMILES: [CH3:1][O:2][C:3]1[CH:8]=[N:7][N:6](C2CCCCO2)[C:5](=[O:15])[CH:4]=1.Cl.[OH-].[Na+]>CO>[OH:15][C:5]1[N:6]=[N:7][CH:8]=[C:3]([O:2][CH3:1])[CH:4]=1 |f:2.3|. Reported procedure: 5-Methoxy-2-(tetrahydro-2H-pyran-2-yl)-3(2H)-pyridazinone (2035 g, 9.69 moles) and 2 L of methanol were added to a 22 L round bottomed flask equipped with a heating mantle, reflux condenser and mechanical stirrer. The mixture was warmed to 35° C. and 8 L of 6N HCl was added and then the mixture was heated to reflux for 2 h. The reaction mixture was then cooled slightly and transferred to a glycol cooled 22 L flask where the mixture was cooled further to 30° C. The mixture was made basic (pH 13-1... Reactants: C1(=CC=CC=C1)C1=NCCC2=CC=CC=C12 (1-phenyl-3,4-dihydroisoquinoline), C(C1=CC=CC=C1)I (benzyliodide). Solvent: C(C)#N (acetonitrile). Yields the product [I-].C1(=CC=CC=C1)C1=[N+](CCC2=CC=CC=C12)CC1=CC=CC=C1 (1-phenyl-2-benzyl-3,4-dihydroisoquinolinium iodide). The yield is 74.1%. As a reaction SMILES: [C:1]1([C:7]2[C:16]3[C:11](=[CH:12][CH:13]=[CH:14][CH:15]=3)[CH2:10][CH2:9][N:8]=2)[CH:6]=[CH:5][CH:4]=[CH:3][CH:2]=1.[CH2:17]([I:24])[C:18]1[CH:23]=[CH:22][CH:21]=[CH:20][CH:19]=1>C(#N)C>[I-:24].[C:1]1([C:7]2[C:16]3[C:11](=[CH:12][CH:13]=[CH:14][CH:15]=3)[CH2:10][CH2:9][N+:8]=2[CH2:17][C:18]2[CH:23]=[CH:22][CH:21]=[CH:20][CH:19]=2)[CH:2]=[CH:3][CH:4]=[CH:5][CH:6]=1 |f:3.4|. Procedure details: A mixture of 1-phenyl-3,4-dihydroisoquinoline (1.0 g) and benzyliodide (1.26 g) in acetonitrile (7 ml) was refluxed for 1 hour. After allowing to cool to room temperature, the reaction mixture was evaporated in vacuo and the residual precipitate was recrystallized from a mixture of diethyl ether (5 ml) and acetonitrile (3 ml). The crystal was collected by filtration, washed with diethyl ether and dried in vacuo to give 1-phenyl-2-benzyl-3,4-dihydroisoquinolinium iodide (1.52 g).